This data is from the Open Reaction Database (ORD), a public repository of structured organic reaction records. The task is: describe an organic reaction: reactants, conditions, products, and yield Reactants: ClC1=C(C=NC2=CC=CC=C12)[N+](=O)[O-] (4-chloro-3-nitroquinoline), C(C)N (ethylamine). The solvent is C(C)O (ethanol). Yields the product C(C)NC1=C(C=NC2=CC=CC=C12)[N+](=O)[O-] (4-ethylamino-3-nitroquinoline). Yield: 97.0%. As a reaction SMILES: Cl[C:2]1[C:11]2[C:6](=[CH:7][CH:8]=[CH:9][CH:10]=2)[N:5]=[CH:4][C:3]=1[N+:12]([O-:14])=[O:13].[CH2:15]([NH2:17])[CH3:16]>C(O)C>[CH2:15]([NH:17][C:2]1[C:11]2[C:6](=[CH:7][CH:8]=[CH:9][CH:10]=2)[N:5]=[CH:4][C:3]=1[N+:12]([O-:14])=[O:13])[CH3:16]. Procedure details: To a stirred suspension of 1.40 g of 4-chloro-3-nitroquinoline in 30 ml of dry ethanol is introduced excess amount of gaseous ethylamine at room temperature for 3 hours. Treatment of the reaction mixture as in Example 98 yielded 1.41 g (97%) of 4-ethylamino-3-nitroquinoline. Recrystallization from the ethyl acetate-n-hexane affords yellow crystals melting at 151°-152° C. Yields the product Cc1cccc(C(OC(=O)OC2CN3CCC2CC3)c2cccc(F)c2)c1. Reaction SMILES: [F:17][c:18]1[cH:19][c:20]([CH:24]([OH:25])[c:26]2[cH:27][c:28]([CH3:32])[cH:29][cH:30][cH:31]2)[cH:21][cH:22][cH:23]1.[N:1]12[CH2:2][CH:3]([O:9][C:10](=[O:11])[n:12]3[cH:13][cH:14][n:15][cH:16]3)[CH:4]([CH2:5][CH2:6]1)[CH2:7][CH2:8]2>>[N:1]12[CH2:2][CH:3]([O:9][C:10](=[O:11])[O:25][CH:24]([c:20]3[cH:19][c:18]([F:17])[cH:23][cH:22][cH:21]3)[c:26]3[cH:27][c:28]([CH3:32])[cH:29][cH:30][cH:31]3)[CH:4]([CH2:5][CH2:6]1)[CH2:7][CH2:8]2. The reactants are Cc1cccc(C(O)c2cccc(F)c2)c1, O=C(OC1CN2CCC1CC2)n1ccnc1. Reactants: FC(S(=O)(=O)OC1=CC2=CC(=CC=C2C=C1)OC)(F)F (7-methoxy-2-naphthyl trifluoromethanesulfonate), COC=1C=C(C=CC1)B(O)O (3-methoxyphenylboronic acid). The product is COC1=CC2=CC(=CC=C2C=C1)C1=CC(=CC=C1)OC (2-Methoxy-7-(3-methoxyphenyl)naphthalene). As a reaction SMILES: FC(F)(F)S(O[C:7]1[CH:16]=[CH:15][C:14]2[C:9](=[CH:10][C:11]([O:17][CH3:18])=[CH:12][CH:13]=2)[CH:8]=1)(=O)=O.[CH3:21][O:22][C:23]1[CH:24]=[C:25](B(O)O)[CH:26]=[CH:27][CH:28]=1>>[CH3:18][O:17][C:11]1[CH:12]=[CH:13][C:14]2[C:9](=[CH:8][C:7]([C:27]3[CH:26]=[CH:25][CH:24]=[C:23]([O:22][CH3:21])[CH:28]=3)=[CH:16][CH:15]=2)[CH:10]=1. Reported procedure: The title compound was prepared by reacting 7-methoxy-2-naphthyl trifluoromethanesulfonate (2.20 g, 7.18 mmol) with 3-methoxyphenylboronic acid (1.20 g, 7.90 (mmol) according to method A above to yield a white solid: mp 58-59° C.;1H NMR (CDCl3): δ 3.89 (3H, s), 3.93 (3H, s), 6.91-6.94 (1H, m), 7.15 (1H, dd, J=2.42 Hz, J=8.83 Hz), 7.19H, d, J=2.27 Hz), 7.23-7.25 (1H, m), 7.28-7.31 (1H, m), 7.37-7.42 (1H, m), 7.59 (1H, dd, J=1.56 Hz, J=8.46 Hz), 7.75 (1H, d, J=8.84 Hz), 7.83 (1H, d, J=8.45 Hz), 7.... Reactants: C(C1=CC=CC=C1)NC(=O)C1CC(C2C(CCC=3C=CN(C23)C1)NC(C(C(C(=O)N)CCC)CC(C)C)=O)=O (N1-(2-Benzylcarbamoyl-4-oxo-1,2,4,5,6,7-hexahydro-azepino[3,2,1-hi]indol-5-yl)-2-isobutyl-3-propyl-succinamide), amine, N[C@H]1CN(CC1)CC1=CC=CC=C1 ((R)-3-amino-1-benzylpyrrolidine). Yields the product compound, C(C1=CC=CC=C1)N1CC(CC1)NC(=O)C1CC(C2C(CCC=3C=CN(C23)C1)NC(C(C(C(=O)N)CCC)CC(C)C)=O)=O (N1-[2-(1-Benzyl-pyrrolidin-3-ylcarbamoyl)-4-oxo-1,2,4,5,6,7-hexahydro-azepino[3,2,1-hi]indol-5-yl]-2-isobutyl-3-propyl-succinamide). The yield is 30.0%. Reaction SMILES: [CH2:1]([NH:8][C:9]([CH:11]1[CH2:23][N:21]2[C:22]3[CH:14]([CH:15]([NH:24][C:25](=[O:38])[CH:26]([CH2:34][CH:35]([CH3:37])[CH3:36])[CH:27]([CH2:31][CH2:32][CH3:33])[C:28]([NH2:30])=[O:29])[CH2:16][CH2:17][C:18]=3[CH:19]=[CH:20]2)[C:13](=[O:39])[CH2:12]1)=[O:10])C1C=CC=CC=1.N[C@@H:41]1C[CH2:44][N:43]([CH2:46][C:47]2[CH:52]=[CH:51][CH:50]=[CH:49][CH:48]=2)[CH2:42]1>>[CH2:46]([N:43]1[CH2:42][CH2:41][CH:1]([NH:8][C:9]([CH:11]2[CH2:23][N:21]3[C:22]4[CH:14]([CH:15]([NH:24][C:25](=[O:38])[CH:26]([CH2:34][CH:35]([CH3:37])[CH3:36])[CH:27]([CH2:31][CH2:32][CH3:33])[C:28]([NH2:30])=[O:29])[CH2:16][CH2:17][C:18]=4[CH:19]=[CH:20]3)[C:13](=[O:39])[CH2:12]2)=[O:10])[CH2:44]1)[C:47]1[CH:52]=[CH:51][CH:50]=[CH:49][CH:48]=1. Reported procedure: The compound of Example 3b was synthesized in a manner similar to the synthesis of the compound of Example 3a, but using (R)-3-amino-1-benzylpyrrolidine as the amine in the last step. Cleavage of 100 mg of functionalized resin (0.52 mmol/g) and purification by RP-HPLC provided 10.5 mg (30%) of the title compound as a white powder. MS (M+H)+=602.5. Starting materials: product, O1[C@H](COC12CCCCC2)[C@H](C)O ((1S)-1-[(2R)-1,4-dioxaspiro[4.5]dec-2-yl]ethanol), ClC1=NC(=NC(=C1)Cl)SCC1=C(C(=CC=C1)F)F (4,6-dichloro-2-(2,3-difluoro-benzylsulfanyl)-pyrimidine), [H-].[Na+] (sodium hydride). The solvent is C1CCOC1 (THF). Reaction conditions: time 24 hour. The product is ClC1=NC(=NC(=C1)O[C@@H](C)[C@@H]1OC2(OC1)CCCCC2)SCC2=C(C(=CC=C2)F)F (4-Chloro-2-[(2,3-difluorobenzyl)thio]-6-{(1S)-1-[(2R)-1,4-dioxaspiro[4.5]dec-2-yl]ethoxy}pyrimidine). As a reaction SMILES: [O:1]1[C:5]2([CH2:10][CH2:9][CH2:8][CH2:7][CH2:6]2)[O:4][CH2:3][C@@H:2]1[C@@H:11]([OH:13])[CH3:12].[H-].[Na+].[Cl:16][C:17]1[CH:22]=[C:21](Cl)[N:20]=[C:19]([S:24][CH2:25][C:26]2[CH:31]=[CH:30][CH:29]=[C:28]([F:32])[C:27]=2[F:33])[N:18]=1>C1COCC1>[Cl:16][C:17]1[CH:22]=[C:21]([O:13][C@H:11]([C@H:2]2[CH2:3][O:4][C:5]3([CH2:10][CH2:9][CH2:8][CH2:7][CH2:6]3)[O:1]2)[CH3:12])[N:20]=[C:19]([S:24][CH2:25][C:26]2[CH:31]=[CH:30][CH:29]=[C:28]([F:32])[C:27]=2[F:33])[N:18]=1 |f:1.2|. Reported procedure: A solution of (1S)-1-[(2R)-1,4-dioxaspiro[4.5]dec-2-yl]ethanol (prepared according to J. Org. Chem. 1995, 60, 585-587, 0.183 g of ˜2:1 mixture of diastereomers) in dry THF (5 ml) was cooled to 0° C. and to it was added (in portions) sodium hydride (46 mg as 60% dispersion in mineral oil) followed in portions by 4,6-dichloro-2-(2,3-difluoro-benzylsulfanyl)-pyrimidine (product of example 1 step ii, 0.252 g). The reaction mixture was stirred at room temperature for 24 h then quenched with saturated... Reactants: BrC(Br)(Br)Br, COC(=O)C(Cc1ccc(-c2ccccc2CO)cc1)NC(=O)c1c(Cl)cccc1Cl, ClCCl, c1ccc(P(c2ccccc2)c2ccccc2)cc1. Product: COC(=O)C(Cc1ccc(-c2ccccc2CBr)cc1)NC(=O)c1c(Cl)cccc1Cl. RXN SMILES: [Br:32][C:33]([Br:34])([Br:35])[Br:36].[CH3:1][O:2][C:3]([CH:4]([NH:5][C:6]([c:7]1[c:8]([Cl:14])[cH:9][cH:10][cH:11][c:12]1[Cl:13])=[O:15])[CH2:16][c:17]1[cH:18][cH:19][c:20](-[c:23]2[c:24]([CH2:29][OH:30])[cH:25][cH:26][cH:27][cH:28]2)[cH:21][cH:22]1)=[O:31].[Cl:56][CH2:57][Cl:58].[c:37]1([P:38]([c:39]2[cH:40][cH:41][cH:42][cH:43][cH:44]2)[c:45]2[cH:46][cH:47][cH:48][cH:49][cH:50]2)[cH:51][cH:52][cH:53][cH:54][cH:55]1>>[CH3:1][O:2][C:3]([CH:4]([NH:5][C:6]([c:7]1[c:8]([Cl:14])[cH:9][cH:10][cH:11][c:12]1[Cl:13])=[O:15])[CH2:16][c:17]1[cH:18][cH:19][c:20](-[c:23]2[c:24]([CH2:29][Br:32])[cH:25][cH:26][cH:27][cH:28]2)[cH:21][cH:22]1)=[O:31]. Product: COC(=O)C1(c2ccc(Nc3nc(Nc4ccc(S(=O)(=O)N5CCCC5)cc4)nc4c3CCC4)cc2)CCC1. RXN SMILES: [CH3:1][O:2][C:3](=[O:4])[C:5]1([c:9]2[cH:10][cH:11][c:12]([NH:15][c:16]3[n:17][c:18]([Cl:25])[n:19][c:20]4[c:21]3[CH2:22][CH2:23][CH2:24]4)[cH:13][cH:14]2)[CH2:6][CH2:7][CH2:8]1.[CH:41]([OH:42])([CH3:43])[CH3:44].[N:26]1([S:31](=[O:32])(=[O:33])[c:34]2[cH:35][cH:36][c:37]([NH2:40])[cH:38][cH:39]2)[CH2:27][CH2:28][CH2:29][CH2:30]1>>[CH3:1][O:2][C:3](=[O:4])[C:5]1([c:9]2[cH:10][cH:11][c:12]([NH:15][c:16]3[n:17][c:18]([NH:40][c:37]4[cH:36][cH:35][c:34]([S:31]([N:26]5[CH2:27][CH2:28][CH2:29][CH2:30]5)(=[O:32])=[O:33])[cH:39][cH:38]4)[n:19][c:20]4[c:21]3[CH2:22][CH2:23][CH2:24]4)[cH:13][cH:14]2)[CH2:6][CH2:7][CH2:8]1. Starting materials: COC(=O)C1(c2ccc(Nc3nc(Cl)nc4c3CCC4)cc2)CCC1, CC(C)O, Nc1ccc(S(=O)(=O)N2CCCC2)cc1. Starting materials: C(C)OC(CCC1=C(C=C(C=C1)OC1=CC(=C(C=C1)C)OC1=C(C=C(C=C1)C(F)(F)F)Br)C)=O (3-{4-[3-(2-Bromo-4-trifluoromethyl-phenoxy)-4-methyl-phenoxy]-2-methyl-phenyl}-propionic acid ethyl ester), C1(=CC=CC=C1)O (phenol). Product: CC1=C(C=CC(=C1)OC1=CC(=C(C=C1)C)OC1=C(C=C(C=C1)C(F)(F)F)OC1=CC=CC=C1)CCC(=O)O (3-{2-Methyl-4-[4-methyl-3-(2-phenoxy-4-trifluoromethyl-phenoxy)-phenoxy]-phenyl}-propionic acid). Yield: 57.0%. Reaction SMILES: C([O:3][C:4](=[O:34])[CH2:5][CH2:6][C:7]1[CH:12]=[CH:11][C:10]([O:13][C:14]2[CH:19]=[CH:18][C:17]([CH3:20])=[C:16]([O:21][C:22]3[CH:27]=[CH:26][C:25]([C:28]([F:31])([F:30])[F:29])=[CH:24][C:23]=3Br)[CH:15]=2)=[CH:9][C:8]=1[CH3:33])C.[C:35]1([OH:41])[CH:40]=[CH:39][CH:38]=[CH:37][CH:36]=1>>[CH3:33][C:8]1[CH:9]=[C:10]([O:13][C:14]2[CH:19]=[CH:18][C:17]([CH3:20])=[C:16]([O:21][C:22]3[CH:27]=[CH:26][C:25]([C:28]([F:30])([F:29])[F:31])=[CH:24][C:23]=3[O:41][C:35]3[CH:40]=[CH:39][CH:38]=[CH:37][CH:36]=3)[CH:15]=2)[CH:11]=[CH:12][C:7]=1[CH2:6][CH2:5][C:4]([OH:3])=[O:34]. Procedure details: The compound of 3-{4-[3-(2-Bromo-4-trifluoromethyl-phenoxy)-4-methyl-phenoxy]-2-methyl-phenyl}-propionic acid ethyl ester is reacted with phenol as in Example 45 to afford 0.256 g (57%) of the title compound. 1H NMR (400 MHz, CDCl3); HRMS (ES+) m/z exact mass calculated for C30H26O5F3 523.1732, found 523.1749. Reactants: O=C([O-])[O-], COCCOC, COC(=O)c1ccc(OS(=O)(=O)C(F)(F)F)c(C=O)c1, [Cs+], [Cs+], COc1ccc(F)c(B(O)O)c1, [Pd], c1ccc(P(c2ccccc2)c2ccccc2)cc1, c1ccc(P(c2ccccc2)c2ccccc2)cc1, c1ccc(P(c2ccccc2)c2ccccc2)cc1, c1ccc(P(c2ccccc2)c2ccccc2)cc1. The product is COC(=O)c1ccc(-c2cc(OC)ccc2F)c(C=O)c1. As a reaction SMILES: [C:33](=[O:34])([O-:35])[O-:36].[CH3:39][O:40][CH2:41][CH2:42][O:43][CH3:44].[CH:1](=[O:2])[c:3]1[cH:4][c:5]([C:6](=[O:7])[O:8][CH3:9])[cH:10][cH:11][c:12]1[O:13][S:14]([C:15]([F:16])([F:17])[F:18])(=[O:19])=[O:20].[Cs+:37].[Cs+:38].[F:21][c:22]1[c:23]([B:30]([OH:31])[OH:32])[cH:24][c:25]([O:28][CH3:29])[cH:26][cH:27]1.[Pd:45].[c:103]1([P:104]([c:105]2[cH:106][cH:107][cH:108][cH:109][cH:110]2)[c:111]2[cH:112][cH:113][cH:114][cH:115][cH:116]2)[cH:117][cH:118][cH:119][cH:120][cH:121]1.[c:46]1([P:47]([c:48]2[cH:49][cH:50][cH:51][cH:52][cH:53]2)[c:54]2[cH:55][cH:56][cH:57][cH:58][cH:59]2)[cH:60][cH:61][cH:62][cH:63][cH:64]1.[c:65]1([P:66]([c:67]2[cH:68][cH:69][cH:70][cH:71][cH:72]2)[c:73]2[cH:74][cH:75][cH:76][cH:77][cH:78]2)[cH:79][cH:80][cH:81][cH:82][cH:83]1.[c:84]1([P:85]([c:86]2[cH:87][cH:88][cH:89][cH:90][cH:91]2)[c:92]2[cH:93][cH:94][cH:95][cH:96][cH:97]2)[cH:98][cH:99][cH:100][cH:101][cH:102]1>>[CH:1](=[O:2])[c:3]1[cH:4][c:5]([C:6](=[O:7])[O:8][CH3:9])[cH:10][cH:11][c:12]1-[c:23]1[c:22]([F:21])[cH:27][cH:26][c:25]([O:28][CH3:29])[cH:24]1.